This data is from the Open Reaction Database (ORD), a public repository of structured organic reaction records. The task is: describe an organic reaction: reactants, conditions, products, and yield Starting materials: COCCl, [H-], O=[N+]([O-])c1ccc(C(F)(F)F)cc1O, [Na+], CN(C)C=O. Yields the product COCOc1cc(C(F)(F)F)ccc1[N+](=O)[O-]. Reaction SMILES: [CH3:17][O:18][CH2:19][Cl:20].[H-:15].[N+:1](=[O:2])([O-:3])[c:4]1[c:5]([OH:14])[cH:6][c:7]([C:10]([F:11])([F:12])[F:13])[cH:8][cH:9]1.[Na+:16].[O:21]=[CH:22][N:23]([CH3:24])[CH3:25]>>[N+:1](=[O:2])([O-:3])[c:4]1[c:5]([O:14][CH2:19][O:18][CH3:17])[cH:6][c:7]([C:10]([F:11])([F:12])[F:13])[cH:8][cH:9]1. The reactants are BrC1=CN=C2N1N=C(C=C2)NCCOC2CCCC2 (3-bromo-N-(2-(cyclopentyloxy)ethyl)imidazo[1,2-b]pyridazin-6-amine), C(C)(C)(C)OC(=O)NCC1=CC=C(C=C1)B(O)O ((4-(((tert-butoxycarbonyl)amino)methyl)phenyl)boronic acid). The product is C1(CCCC1)OCCNC=1C=CC=2N(N1)C(=CN2)C2=CC=C(CNC(OC(C)(C)C)=O)C=C2 (tert-butyl 4-(6-((2-(cyclopentyloxy)ethyl)amino)imidazo[1,2-b]pyridazin-3-yl)benzylcarbamate). Yield: 70.0%. As a reaction SMILES: Br[C:2]1[N:6]2[N:7]=[C:8]([NH:11][CH2:12][CH2:13][O:14][CH:15]3[CH2:19][CH2:18][CH2:17][CH2:16]3)[CH:9]=[CH:10][C:5]2=[N:4][CH:3]=1.[C:20]([O:24][C:25]([NH:27][CH2:28][C:29]1[CH:34]=[CH:33][C:32](B(O)O)=[CH:31][CH:30]=1)=[O:26])([CH3:23])([CH3:22])[CH3:21]>>[CH:15]1([O:14][CH2:13][CH2:12][NH:11][C:8]2[CH:9]=[CH:10][C:5]3[N:6]([C:2]([C:32]4[CH:33]=[CH:34][C:29]([CH2:28][NH:27][C:25](=[O:26])[O:24][C:20]([CH3:21])([CH3:22])[CH3:23])=[CH:30][CH:31]=4)=[CH:3][N:4]=3)[N:7]=2)[CH2:19][CH2:18][CH2:17][CH2:16]1. Procedure: The 3-bromo-N-(2-(cyclopentyloxy)ethyl)imidazo[1,2-b]pyridazin-6-amine was coupled with (4-(((tert-butoxycarbonyl)amino)methyl)phenyl)boronic acid under the Suzuki coupling conditions as described in example 5.6.76, Part B to obtain 70% product.